describe an organic reaction: reactants, conditions, products, and yield From a dataset of the Open Reaction Database (ORD), a public repository of structured organic reaction records. Reactants: CC1=CC=C(C=C1)C1=CC=C(C=C1)O (4′-methyl-biphenyl-4-ol), CC1=CC=C(C=C1)C1=CC=C(C=C1)O (4′-methyl-biphenyl-4-ol), COC(C1=CC(=CC=C1)CBr)=O (3-(bromomethyl)benzoic acid methyl ester). Product: CC1=CC=C(C=C1)C1=CC=C(C=C1)OCC=1C=C(C(=O)O)C=CC1 (3-(4′-Methyl-biphenyl-4-yloxymethyl)-benzoic acid). RXN SMILES: [CH3:1][C:2]1[CH:7]=[CH:6][C:5]([C:8]2[CH:13]=[CH:12][C:11]([OH:14])=[CH:10][CH:9]=2)=[CH:4][CH:3]=1.C[O:16][C:17](=[O:26])[C:18]1[CH:23]=[CH:22][CH:21]=[C:20]([CH2:24]Br)[CH:19]=1>>[CH3:1][C:2]1[CH:3]=[CH:4][C:5]([C:8]2[CH:13]=[CH:12][C:11]([O:14][CH2:24][C:20]3[CH:19]=[C:18]([CH:23]=[CH:22][CH:21]=3)[C:17]([OH:26])=[O:16])=[CH:10][CH:9]=2)=[CH:6][CH:7]=1. Reported procedure: 3-(4′-Methyl-biphenyl-4-yloxymethyl)-benzoic acid was prepared using general procedure A from 4′-methyl-biphenyl-4-ol (purchased from Maybridge plc, Tintagel, Cornwall, UK or from Intermediate 5) and 3-(bromomethyl)benzoic acid methyl ester (available from Lancaster Synthesis Ltd., Morcambe, Lancashire, UK). Yield: 66 mg. Mass spectrum (ES) MH+=319. Reactants: CC#N, CCOC(C)=O, ClCc1noc(-c2ccccc2)n1, Cc1ccccc1NC(C(=O)OC1CN2CCC1CC2)c1ccccc1. The product is Cc1ccccc1NC(C(=O)OC1C[N+]2(Cc3noc(-c4ccccc4)n3)CCC1CC2)c1ccccc1, [Cl-]. As a reaction SMILES: [CH3:40][C:41]#[N:42].[CH3:43][CH2:44][O:45][C:46](=[O:47])[CH3:48].[Cl:1][CH2:2][c:3]1[n:4][o:5][c:6](-[c:8]2[cH:9][cH:10][cH:11][cH:12][cH:13]2)[n:7]1.[c:14]1([CH:20]([C:21](=[O:22])[O:23][CH:24]2[CH2:25][N:26]3[CH2:27][CH2:28][CH:29]2[CH2:30][CH2:31]3)[NH:32][c:33]2[c:34]([CH3:39])[cH:35][cH:36][cH:37][cH:38]2)[cH:15][cH:16][cH:17][cH:18][cH:19]1>>[CH2:2]([c:3]1[n:4][o:5][c:6](-[c:8]2[cH:9][cH:10][cH:11][cH:12][cH:13]2)[n:7]1)[N+:26]12[CH2:25][CH:24]([O:23][C:21]([CH:20]([c:14]3[cH:15][cH:16][cH:17][cH:18][cH:19]3)[NH:32][c:33]3[c:34]([CH3:39])[cH:35][cH:36][cH:37][cH:38]3)=[O:22])[CH:29]([CH2:28][CH2:27]1)[CH2:30][CH2:31]2.[Cl-:1].